Dataset: the Open Reaction Database (ORD), a public repository of structured organic reaction records. Task: describe an organic reaction: reactants, conditions, products, and yield The reactants are CSC1=NC=C2C(=N1)N=C(NC2=O)C2=C(C=CC=C2)OCCC (7-methylthio-4-oxo-2-(2-propoxyphenyl)-3,4-dihydropyrimido[4,5-d]pyrimidine), NCC(C)O (1-amino-2-propanol). Run in C(C)O (ethanol). The product is OC(CNC1=NC=C2C(=N1)N=C(NC2=O)C2=C(C=CC=C2)OCCC)C (7-(2-Hydroxypropylamino)-4-oxo-2-(2-propoxyphenyl)-3,4-dihydropyrimido[4,5-d]pyrimidine). The yield is 83.4%. RXN SMILES: CS[C:3]1[N:8]=[C:7]2[N:9]=[C:10]([C:14]3[CH:19]=[CH:18][CH:17]=[CH:16][C:15]=3[O:20][CH2:21][CH2:22][CH3:23])[NH:11][C:12](=[O:13])[C:6]2=[CH:5][N:4]=1.[NH2:24][CH2:25][CH:26]([OH:28])[CH3:27]>C(O)C>[OH:28][CH:26]([CH3:27])[CH2:25][NH:24][C:3]1[N:8]=[C:7]2[N:9]=[C:10]([C:14]3[CH:19]=[CH:18][CH:17]=[CH:16][C:15]=3[O:20][CH2:21][CH2:22][CH3:23])[NH:11][C:12](=[O:13])[C:6]2=[CH:5][N:4]=1. Procedure details: In a similar manner to Example 13 reaction of 7-methylthio-4-oxo-2-(2-propoxyphenyl)-3,4-dihydropyrimido[4,5-d]pyrimidine (0.41 g) and 1-amino-2-propanol (0.97 g) in ethanol (15 ml) for 40 hours yielded the title compound 0.37 g, m.p. 212.5°-214° C. (recrystallised from methanol). Starting materials: C([O-])([O-])=O.[K+].[K+] (potassium carbonate), C(C)OC(COC1=C(C(=C(C=C1)C(C)=O)OCCOCCOCCOCCBr)CCC)=O ([4-acetyl-3-[2-[2-[2-(2-bromoethoxy)ethoxy]ethoxy]ethoxy]-2-propylphenoxy]acetic acid ethyl ester), OC1=C(C=CC(=C1CCC)O)C(C)=O (1-(2,4-dihydroxy-3-propylphenyl)ethanone), C([O-])([O-])=O.[K+].[K+] (potassium carbonate). Run in CC(=O)C (acetone). Reaction conditions: time 15 hour. Yields the product C(C)OC(COC1=C(C(=C(C=C1)C(C)=O)OCCOCCOCCOCCOC1=C(C(=C(C=C1)C(C)=O)O)CCC)CCC)=O ([4-acetyl-3-[2-[2-[2-[2-(4-acetyl-3-hydroxy-2-propylphenoxy)ethoxy]ethoxy]ethoxy]ethoxy]-2-propylphenoxy]acetic acid ethyl ester). Isolated yield 39.5%. RXN SMILES: [CH2:1]([O:3][C:4](=[O:32])[CH2:5][O:6][C:7]1[CH:12]=[CH:11][C:10]([C:13](=[O:15])[CH3:14])=[C:9]([O:16][CH2:17][CH2:18][O:19][CH2:20][CH2:21][O:22][CH2:23][CH2:24][O:25][CH2:26][CH2:27]Br)[C:8]=1[CH2:29][CH2:30][CH3:31])[CH3:2].[OH:33][C:34]1[C:39]([CH2:40][CH2:41][CH3:42])=[C:38]([OH:43])[CH:37]=[CH:36][C:35]=1[C:44](=[O:46])[CH3:45].C(=O)([O-])[O-].[K+].[K+]>CC(C)=O>[CH2:1]([O:3][C:4](=[O:32])[CH2:5][O:6][C:7]1[CH:12]=[CH:11][C:10]([C:13](=[O:15])[CH3:14])=[C:9]([O:16][CH2:17][CH2:18][O:19][CH2:20][CH2:21][O:22][CH2:23][CH2:24][O:25][CH2:26][CH2:27][O:43][C:38]2[CH:37]=[CH:36][C:35]([C:44](=[O:46])[CH3:45])=[C:34]([OH:33])[C:39]=2[CH2:40][CH2:41][CH3:42])[C:8]=1[CH2:29][CH2:30][CH3:31])[CH3:2] |f:2.3.4|. Procedure: A mixture of 2.55 g (0.005 mole) of [4-acetyl-3-[2-[2-[2-(2-bromoethoxy)ethoxy]ethoxy]ethoxy]-2-propylphenoxy]acetic acid ethyl ester, 0.97 g (0.005 mole) of 1-(2,4-dihydroxy-3-propylphenyl)ethanone and 1.00 g (0.0062 mole) of anhydrous potassium carbonate in 60 ml of anhydrous acetone was stirred at reflux for 15 hours. An additional 0.5 g of potassium carbonate was added and reflux was continued for 15 hours. The solvent was removed in vacuo and the residue was chromatographed on 300 g of sili... The reactants are C1CCOC1, CC(C)[N-]C(C)C, CC(C)CC1(CC(=O)OC(C)(C)C)CCN(CCc2ccccc2)C1=O, CI, [Li+]. Yields the product CC(C)CC1(C(C)C(=O)OC(C)(C)C)CCN(CCc2ccccc2)C1=O. As a reaction SMILES: [CH2:37]1[O:38][CH2:39][CH2:40][CH2:41]1.[CH3:2][CH:3]([N-:4][CH:5]([CH3:6])[CH3:7])[CH3:8].[CH3:9][CH:10]([CH2:11][C:12]1([CH2:26][C:27](=[O:28])[O:29][C:30]([CH3:31])([CH3:32])[CH3:33])[C:13](=[O:25])[N:14]([CH2:17][CH2:18][c:19]2[cH:20][cH:21][cH:22][cH:23][cH:24]2)[CH2:15][CH2:16]1)[CH3:34].[I:35][CH3:36].[Li+:1]>>[CH3:2][CH:26]([C:12]1([CH2:11][CH:10]([CH3:9])[CH3:34])[C:13](=[O:25])[N:14]([CH2:17][CH2:18][c:19]2[cH:20][cH:21][cH:22][cH:23][cH:24]2)[CH2:15][CH2:16]1)[C:27](=[O:28])[O:29][C:30]([CH3:31])([CH3:32])[CH3:33]. RXN SMILES: [Br:35][CH2:36][C:37](=[O:38])[c:39]1[c:40]([CH3:45])[cH:41][cH:42][cH:43][cH:44]1.[H-:1].[Na+:2].[O:3]=[C:4]1[CH:5]([NH:27][C:28](=[O:29])[O:30][C:31]([CH3:32])([CH3:33])[CH3:34])[CH2:6][N:7]([C:15](=[O:16])[C:17]23[CH2:18][CH:19]4[CH2:20][CH:21]([CH2:22][CH:23]([CH2:24]2)[CH2:25]4)[CH2:26]3)[c:8]2[c:9]([cH:11][cH:12][cH:13][cH:14]2)[NH:10]1.[O:46]1[CH2:47][CH2:48][CH2:49][CH2:50]1>>[O:3]=[C:4]1[CH:5]([NH:27][C:28](=[O:29])[O:30][C:31]([CH3:32])([CH3:33])[CH3:34])[CH2:6][N:7]([C:15](=[O:16])[C:17]23[CH2:18][CH:19]4[CH2:20][CH:21]([CH2:22][CH:23]([CH2:24]2)[CH2:25]4)[CH2:26]3)[c:8]2[c:9]([cH:11][cH:12][cH:13][cH:14]2)[N:10]1[CH2:36][C:37](=[O:38])[c:39]1[c:40]([CH3:45])[cH:41][cH:42][cH:43][cH:44]1. Yields the product Cc1ccccc1C(=O)CN1C(=O)C(NC(=O)OC(C)(C)C)CN(C(=O)C23CC4CC(CC(C4)C2)C3)c2ccccc21. The reactants are Cc1ccccc1C(=O)CBr, [H-], [Na+], CC(C)(C)OC(=O)NC1CN(C(=O)C23CC4CC(CC(C4)C2)C3)c2ccccc2NC1=O, C1CCOC1. Starting materials: N1=CN(C2=NC=CC=C21)C2=CC(=C(C=C2)CC(=O)O)C ((4-imidazo[4,5-b]pyridin-3-yl-2-methyl-phenyl)-acetic acid), C(C)N1CCN(CC1)CC1=C(C=C(C=C1)N)C(F)(F)F (4-(4-ethyl-piperazin-1-ylmethyl)-3-trifluoromethyl-phenylamine). The solvent is C(Cl)Cl.CO (CH2Cl2 MeOH). Yields the product N1=CN(C2=NC=CC=C21)C2=CC(=C(C=C2)CC(=O)NC2=CC(=C(C=C2)CN2CCN(CC2)CC)C(F)(F)F)C (2-(4-Imidazo[4,5-b]pyridin-3-yl-2-methyl-phenyl)-N-[4-(4-ethyl-piperazin-1-ylmethyl)-3-trifluoromethyl-phenyl]-acetamide). RXN SMILES: [N:1]1[C:9]2[C:4](=[N:5][CH:6]=[CH:7][CH:8]=2)[N:3]([C:10]2[CH:15]=[CH:14][C:13]([CH2:16][C:17]([OH:19])=O)=[C:12]([CH3:20])[CH:11]=2)[CH:2]=1.[CH2:21]([N:23]1[CH2:28][CH2:27][N:26]([CH2:29][C:30]2[CH:35]=[CH:34][C:33]([NH2:36])=[CH:32][C:31]=2[C:37]([F:40])([F:39])[F:38])[CH2:25][CH2:24]1)[CH3:22]>C(Cl)Cl.CO>[N:1]1[C:9]2[C:4](=[N:5][CH:6]=[CH:7][CH:8]=2)[N:3]([C:10]2[CH:15]=[CH:14][C:13]([CH2:16][C:17]([NH:36][C:33]3[CH:34]=[CH:35][C:30]([CH2:29][N:26]4[CH2:25][CH2:24][N:23]([CH2:21][CH3:22])[CH2:28][CH2:27]4)=[C:31]([C:37]([F:40])([F:39])[F:38])[CH:32]=3)=[O:19])=[C:12]([CH3:20])[CH:11]=2)[CH:2]=1 |f:2.3|. Procedure: The title compound is prepared as described in Example 7 but using (4-imidazo[4,5-b]pyridin-3-yl-2-methyl-phenyl)-acetic acid (Step 60.1) and 4-(4-ethyl-piperazin-1-ylmethyl)-3-trifluoromethyl-phenylamine (disclosed in WO 03/099771). Title compound: ES-MS: 537.0 [M+H]+; tR=3.18 min (System 1); Rf=0.16 (CH2Cl2/MeOH, 95:5+0.1% NH3aq). The reactants are N1(CCCC1)[C@@H]1[C@@H](CCC1)N (cis-2-pyrrolidin-1-yl-cyclopentylamine), N1(CCCC1)[C@@H]1[C@@H](CCC1)N (cis-2-pyrrolidin-1-yl-cyclopentylamine), C1(CCC1)C1=C(C(=O)O)C=CC(=C1)C(F)(F)F (2-cyclobutyl-4-trifluoromethyl-benzoic acid). Product: C1(CCC1)C1=C(C(=O)N[C@H]2[C@H](CCC2)N2CCCC2)C=CC(=C1)C(F)(F)F (2-Cyclobutyl-N-((cis)-2-pyrrolidin-1-yl-cyclopentyl)-4-trifluoromethyl-benzamide). RXN SMILES: [N:1]1([C@H:6]2[CH2:10][CH2:9][CH2:8][C@H:7]2[NH2:11])[CH2:5][CH2:4][CH2:3][CH2:2]1.[CH:12]1([C:16]2[CH:24]=[C:23]([C:25]([F:28])([F:27])[F:26])[CH:22]=[CH:21][C:17]=2[C:18](O)=[O:19])[CH2:15][CH2:14][CH2:13]1>>[CH:12]1([C:16]2[CH:24]=[C:23]([C:25]([F:26])([F:27])[F:28])[CH:22]=[CH:21][C:17]=2[C:18]([NH:11][C@@H:7]2[CH2:8][CH2:9][CH2:10][C@@H:6]2[N:1]2[CH2:2][CH2:3][CH2:4][CH2:5]2)=[O:19])[CH2:13][CH2:14][CH2:15]1. Procedure: The title compound, light orange solid, MS: m/e=381.4 [(M+H)+], was prepared in accordance with the general method of example 5 from cis-2-pyrrolidin-1-yl-cyclopentylamine (intermediate Q) and 2-cyclobutyl-4-trifluoromethyl-benzoic acid (intermediate AP). Reactants: CCN(CC)S(F)(F)F, ClCCl, O=C(CNC(=O)c1cccc(C(F)(F)F)c1)NC1CN(C2CCC(O)(c3ccccc3)CC2)C1. Yields the product O=C(CNC(=O)c1cccc(C(F)(F)F)c1)NC1CN(C2CCC(F)(c3ccccc3)CC2)C1. RXN SMILES: [CH2:35]([N:36]([S:37]([F:38])([F:39])[F:41])[CH2:40][CH3:42])[CH3:43].[Cl:44][CH2:45][Cl:46].[OH:1][C:2]1([c:29]2[cH:30][cH:31][cH:32][cH:33][cH:34]2)[CH2:3][CH2:4][CH:5]([N:8]2[CH2:9][CH:10]([NH:12][C:13](=[O:14])[CH2:15][NH:16][C:17]([c:18]3[cH:19][c:20]([C:24]([F:25])([F:26])[F:27])[cH:21][cH:22][cH:23]3)=[O:28])[CH2:11]2)[CH2:6][CH2:7]1>>[C:2]1([c:29]2[cH:30][cH:31][cH:32][cH:33][cH:34]2)([F:41])[CH2:3][CH2:4][CH:5]([N:8]2[CH2:9][CH:10]([NH:12][C:13](=[O:14])[CH2:15][NH:16][C:17]([c:18]3[cH:19][c:20]([C:24]([F:25])([F:26])[F:27])[cH:21][cH:22][cH:23]3)=[O:28])[CH2:11]2)[CH2:6][CH2:7]1. The reactants are NH4OAc, ClC1=CC=C(CN2C(=C(C3=CC(=CC=C23)OC(C2=CC=CC=C2)=O)C(C2=CC=CC=C2)=O)CC(C(=O)OC)(C)C)C=C1 (Methyl 3-[N-(p-chlorobenzyl)-3-benzoyl-5-benzoyloxyindol-2-yl]-2,2-dimethylpropanoate), solution, C[O-].[Na+] (NaOMe). Solvent: CO (MeOH), CO (MeOH). Yields the product ClC1=CC=C(CN2C(=C(C3=CC(=CC=C23)O)C(C2=CC=CC=C2)=O)CC(C(=O)OC)(C)C)C=C1 (Methyl 3-[N-(p-chlorobenzyl)-3-benzoyl-5-hydroxyindol-2-yl]-2,2-dimethylpropanoat). RXN SMILES: [Cl:1][C:2]1[CH:42]=[CH:41][C:5]([CH2:6][N:7]2[C:15]3[C:10](=[CH:11][C:12]([O:16]C(=O)C4C=CC=CC=4)=[CH:13][CH:14]=3)[C:9]([C:25](=[O:32])[C:26]3[CH:31]=[CH:30][CH:29]=[CH:28][CH:27]=3)=[C:8]2[CH2:33][C:34]([CH3:40])([CH3:39])[C:35]([O:37][CH3:38])=[O:36])=[CH:4][CH:3]=1.C[O-].[Na+]>CO>[Cl:1][C:2]1[CH:3]=[CH:4][C:5]([CH2:6][N:7]2[C:15]3[C:10](=[CH:11][C:12]([OH:16])=[CH:13][CH:14]=3)[C:9]([C:25](=[O:32])[C:26]3[CH:31]=[CH:30][CH:29]=[CH:28][CH:27]=3)=[C:8]2[CH2:33][C:34]([CH3:40])([CH3:39])[C:35]([O:37][CH3:38])=[O:36])=[CH:41][CH:42]=1 |f:1.2|. Reported procedure: The compound from Step A (300 mg) was dissolved in 4 mL of MeOH and treated with 1 mL of a 1.4M solution of NaOMe in MeOH under argon for 3 hrs. The mixture was poured onto 20 mL of NH4OAc (25% solution), extracted with 3×15 mL of ether, washed with 10 mL of H2O, dried over MgSO4 and the solvent removed under vacuum. The resulting oil was purified by chromatography on silica gel to afford the title compound. Reactants: CC(=O)O, Cl, O=N[O-], CN1C(=O)CCC1(O)c1ccc(Cl)c(N)c1, [Na+], O=S=O, O. Yields the product CN1C(=O)CCC1(O)c1ccc(Cl)c(S(=O)(=O)Cl)c1. Reaction SMILES: [CH3:26][C:27](=[O:28])[OH:29].[ClH:24].[N:1]([O-:2])=[O:3].[NH2:5][c:6]1[cH:7][c:8]([C:13]2([OH:20])[CH2:14][CH2:15][C:16](=[O:19])[N:17]2[CH3:18])[cH:9][cH:10][c:11]1[Cl:12].[Na+:4].[O:21]=[S:22]=[O:23].[OH2:25]>>[c:6]1([S:22](=[O:21])(=[O:23])[Cl:24])[cH:7][c:8]([C:13]2([OH:20])[CH2:14][CH2:15][C:16](=[O:19])[N:17]2[CH3:18])[cH:9][cH:10][c:11]1[Cl:12].